Dataset: the Open Reaction Database (ORD), a public repository of structured organic reaction records. Task: describe an organic reaction: reactants, conditions, products, and yield Starting materials: Cl (HCl), ClC1=NC=C(C=O)C=C1 (6-chloronicotinaldehyde), [F-].[Cs+] (CsF), C[Si](C(F)(F)F)(C)C (trimethyl(trifluoromethyl)silane). The solvent is C(C)(=O)OCC (Ethyl acetate), O (water), COCCOC (DME), C1CCOC1 (THF). Reaction conditions: time 18 hour. The product is ClC1=CC=C(C=N1)C(C(F)(F)F)O (1-(6-chloropyridin-3-yl)-2,2,2-trifluoroethanol). Isolated yield 99.3%. Reaction SMILES: [Cl:1][C:2]1[CH:9]=[CH:8][C:5]([CH:6]=[O:7])=[CH:4][N:3]=1.[F-].[Cs+].C[Si](C)(C)[C:14]([F:17])([F:16])[F:15].Cl>COCCOC.C1COCC1.O.C(OCC)(=O)C>[Cl:1][C:2]1[N:3]=[CH:4][C:5]([CH:6]([OH:7])[C:14]([F:17])([F:16])[F:15])=[CH:8][CH:9]=1 |f:1.2|. Reported procedure: To a solution of 6-chloronicotinaldehyde (5.93 g, 41.9 mmol) and CsF (1.27 g, 8.38 mmol) in DME (350 mL) was added trimethyl(trifluoromethyl)silane (9.82 mL, 62.8 mmol) in THF (30 mL) at 0° C. The reaction mixture was allowed to warm to ambient temperature and the reaction was stirred at ambient temperature for 18 hours. 1 N HCl (50 mL) in water was added and the reaction was stirred at ambient temperature for 1 hour. Ethyl acetate (100 mL) was added. The organic layer was separated, washed with... Starting materials: O=[N+]([O-])c1ccc(Br)nc1, C1CNCCN1, C1CCOC1, O. The product is O=[N+]([O-])c1ccc(N2CCNCC2)nc1. As a reaction SMILES: [Br:1][c:2]1[n:3][cH:4][c:5]([N+:8](=[O:9])[O-:10])[cH:6][cH:7]1.[CH2:11]1[CH2:12][NH:13][CH2:14][CH2:15][NH:16]1.[O:18]1[CH2:19][CH2:20][CH2:21][CH2:22]1.[OH2:17]>>[c:2]1([N:13]2[CH2:12][CH2:11][NH:16][CH2:15][CH2:14]2)[n:3][cH:4][c:5]([N+:8](=[O:9])[O-:10])[cH:6][cH:7]1. Reactants: CC(C)(C)N, CN1CCOCC1, CCN=C=NCCCN(C)C, CN(C)C=O, CCOC(C)=O, CS(=O)(=O)c1ccc(C(CC2CCCC2)c2cc3cc(C(=O)O)cnc3[nH]2)cc1, ClCCl, Cl, O, On1nnc2ccccc21. The product is CC(C)(C)NC(=O)c1cnc2[nH]c(C(CC3CCCC3)c3ccc(S(C)(=O)=O)cc3)cc2c1. Reaction SMILES: [CH3:30][C:31]([CH3:32])([CH3:33])[NH2:34].[CH3:35][N:36]1[CH2:37][CH2:38][O:39][CH2:40][CH2:41]1.[CH3:54][N:55]([CH3:56])[CH2:57][CH2:58][CH2:59][N:60]=[C:61]=[N:62][CH2:63][CH3:64].[CH3:68][N:69]([CH3:70])[CH:71]=[O:72].[CH3:73][CH2:74][O:75][C:76](=[O:77])[CH3:78].[CH:1]1([CH2:6][CH:7]([c:8]2[cH:9][cH:10][c:11]([S:14](=[O:15])(=[O:16])[CH3:17])[cH:12][cH:13]2)[c:18]2[cH:19][c:20]3[c:21]([n:22][cH:23][c:24]([C:26](=[O:27])[OH:28])[cH:25]3)[nH:29]2)[CH2:2][CH2:3][CH2:4][CH2:5]1.[Cl:65][CH2:66][Cl:67].[ClH:53].[OH2:42].[OH:43][n:44]1[c:45]2[cH:46][cH:47][cH:48][cH:49][c:50]2[n:51][n:52]1>>[CH:1]1([CH2:6][CH:7]([c:8]2[cH:9][cH:10][c:11]([S:14](=[O:15])(=[O:16])[CH3:17])[cH:12][cH:13]2)[c:18]2[cH:19][c:20]3[c:21]([n:22][cH:23][c:24]([C:26](=[O:27])[NH:34][C:31]([CH3:30])([CH3:32])[CH3:33])[cH:25]3)[nH:29]2)[CH2:2][CH2:3][CH2:4][CH2:5]1. RXN SMILES: [CH:1]1([O:7]/[N:8]=[C:9](/[C:15](=[O:17])[CH3:16])\[C:10]([O:12][CH2:13][CH3:14])=[O:11])[CH2:6][CH2:5][CH2:4][CH2:3][CH2:2]1.S(Cl)([Cl:21])(=O)=O>>[Cl:21][CH2:16][C:15](=[O:17])/[C:9](=[N:8]/[O:7][CH:1]1[CH2:2][CH2:3][CH2:4][CH2:5][CH2:6]1)/[C:10]([O:12][CH2:13][CH3:14])=[O:11]. Isolated yield 60.0%. Reported procedure: Ethyl (Z)-2-(cyclohexyloxyimino)-3-oxobutyrate (1.0 g) was added to ice-cooled sulphuryl chloride (10 ml) with stirring. The mixture was allowed to warm to room temperature, stirred for 27 h, then evaporated under an argon stream. The residue was dissolved in diethyl ether, washed twice with water, then brine, dried (MgSO4) and evaporated. Purification by flash chromatography, eluting with dichloromethane/carbon tetrachloride gave the title compound (0.69 g, 60%) as a colourless liquid; νmax (fi... Yields the product ClCC(/C(/C(=O)OCC)=N/OC1CCCCC1)=O (Ethyl 4-chloro-(Z)-2-(cyclohexyloxyimino)-3-oxobutyrate). Starting materials: C1(CCCCC1)O\N=C(/C(=O)OCC)\C(C)=O (Ethyl (Z)-2-(cyclohexyloxyimino)-3-oxobutyrate), S(=O)(=O)(Cl)Cl (sulphuryl chloride).